Dataset: the Open Reaction Database (ORD), a public repository of structured organic reaction records. Task: describe an organic reaction: reactants, conditions, products, and yield Starting materials: FC=1C=C2C(=CNC2=CC1)C=O (5-fluoro-1H-indole-3-carbaldehyde), C(C=C)OC=1C=C2C(=CN(C2=CC1)C(=O)N)N=C=O (5-allyloxy-3-isocyanato-indole-1-carboxylic acid amide). Product: FC=1C=C2C(=CN(C2=CC1)C(=O)N)N=C=O (5-Fluoro-3-isocyanato-indole-1-carboxylic acid amide). RXN SMILES: [F:1]C1C=C2C(=CC=1)NC=C2C=O.C(O[C:17]1[CH:18]=[C:19]2[C:23](=[CH:24][CH:25]=1)[N:22]([C:26]([NH2:28])=[O:27])[CH:21]=[C:20]2[N:29]=[C:30]=[O:31])C=C>>[F:1][C:17]1[CH:18]=[C:19]2[C:23](=[CH:24][CH:25]=1)[N:22]([C:26]([NH2:28])=[O:27])[CH:21]=[C:20]2[N:29]=[C:30]=[O:31]. Procedure: was prepared from 5-fluoro-1H-indole-3-carbaldehyde using the protocol described for steps C, D and E in scheme A4 for the preparation of 5-allyloxy-3-isocyanato-indole-1-carboxylic acid amide. Starting materials: C(C)C=1SC=CC1 (2-Ethylthiophene), CC1OC(OC(O1)C)C (paraldehyde), C(C)(C)C1=CC=C(C(=O)N)C=C1 (4-isopropylbenzamide), P(O)(O)(O)=O (phosphoric acid). The solvent is O (Water), C(=O)O (formic acid). Conditions: time 4 hour. The product is C(C)C1=CC=C(S1)C(C)NC(C1=CC=C(C=C1)C(C)C)=O (N-[1-(5-ethyl-2-thienyl)ethyl]-4-isopropylbenzamide). Yield: 82.9%. As a reaction SMILES: [CH2:1]([C:3]1[S:4][CH:5]=[CH:6][CH:7]=1)[CH3:2].[CH3:8][CH:9]1OC(C)OC(C)O1.[CH:17]([C:20]1[CH:28]=[CH:27][C:23]([C:24]([NH2:26])=[O:25])=[CH:22][CH:21]=1)([CH3:19])[CH3:18].P(=O)(O)(O)O>O.C(O)=O>[CH2:8]([C:5]1[S:4][C:3]([CH:1]([NH:26][C:24](=[O:25])[C:23]2[CH:27]=[CH:28][C:20]([CH:17]([CH3:19])[CH3:18])=[CH:21][CH:22]=2)[CH3:2])=[CH:7][CH:6]=1)[CH3:9]. Procedure details: 2-Ethylthiophene (5.60 g, 0.05 mol), paraldehyde (2.20 g, 0.017 mol) and 4-isopropylbenzamide (1.63 g, 0.01 mol) were added to a mixture of formic acid (6 ml) and 85% phosphoric acid (3 ml) and stirred at a room temperature for four hours. Water (50 ml) was added to the reaction mixture. The mixture was extracted with chloroform (50 ml) and subjected to a silica gel column chromatography (eluent: chloroform) to obtain the entitled compound (2.5 g) as a viscous yellow brown liquid. Yield: 83.1%. Starting materials: CC(C)(C)OC(=O)N1CCC2C(C1)c1cc(Br)cc3c1N2CC3, Cc1c(Cl)cccc1B(O)O. The product is Cc1c(Cl)cccc1-c1cc2c3c(c1)C1CN(C(=O)OC(C)(C)C)CCC1N3CC2. Reaction SMILES: [C:1]([CH3:2])([CH3:3])([CH3:4])[O:5][C:6](=[O:7])[N:8]1[CH2:9][CH:10]2[CH:11]([N:12]3[c:13]4[c:14]([cH:15][c:16]([Br:19])[cH:17][c:18]42)[CH2:20][CH2:21]3)[CH2:22][CH2:23]1.[Cl:24][c:25]1[c:26]([CH3:34])[c:27]([B:31]([OH:32])[OH:33])[cH:28][cH:29][cH:30]1>>[C:1]([CH3:2])([CH3:3])([CH3:4])[O:5][C:6](=[O:7])[N:8]1[CH2:9][CH:10]2[CH:11]([N:12]3[c:13]4[c:14]([cH:15][c:16](-[c:27]5[c:26]([CH3:34])[c:25]([Cl:24])[cH:30][cH:29][cH:28]5)[cH:17][c:18]42)[CH2:20][CH2:21]3)[CH2:22][CH2:23]1. The reactants are Cl (hydrochloride), C(Cl)(Cl)(Cl)Cl (carbon tetrachloride), [Cl-].[Al+3].[Cl-].[Cl-] (aluminum chloride), ClC1=CC(=C(C=C1)F)F (1-chloro-3,4-difluorobenzene). Solvent: ice water. Yields the product ClC1=C(C=C(C(=C1)F)F)C(Cl)(Cl)Cl (2-chloro-4,5-difluorobenzotrichloride). The yield is 65.4%. Reaction SMILES: [C:1]([Cl:5])(Cl)([Cl:3])[Cl:2].[Cl-].[Al+3].[Cl-].[Cl-].[Cl:10][C:11]1[CH:16]=[CH:15][C:14]([F:17])=[C:13]([F:18])[CH:12]=1.Cl>>[Cl:10][C:11]1[CH:12]=[C:13]([F:18])[C:14]([F:17])=[CH:15][C:16]=1[C:1]([Cl:5])([Cl:3])[Cl:2] |f:1.2.3.4|. Procedure: Into a 200 ml four-necked flask equipped with a stirrer, a reflux condenser, a thermometer and a dropping funnel, 97 ml (1 mol) of carbon tetrachloride and 26.7 g (0.2 mol) of aluminum chloride were charged, and 14.9 g (0.1 mol) of 1-chloro-3,4-difluorobenzene was gradually dropwise added over a period of 1.5 hours under reflux so that hydrochloride gas was slowly generated. The generated hydrochloride gas was absorbed by an aqueous sodium hydroxide solution. After completion of the dropwise add... Reaction SMILES: [CH3:18][C:19](=[O:20])[O:21][C:22](=[O:23])[CH3:24].[CH3:25][CH2:26][O:27][CH2:28][CH3:29].[CH3:30][C:31](=[O:32])[OH:33].[OH:1][CH:2]([CH2:3][c:4]1[cH:5][cH:6][cH:7][cH:8][cH:9]1)[C:10]([OH:11])=[O:12].[S:13](=[O:14])(=[O:15])([OH:16])[OH:17]>>[O:1]([CH:2]([CH2:3][c:4]1[cH:5][cH:6][cH:7][cH:8][cH:9]1)[C:10]([OH:11])=[O:12])[C:19]([CH3:18])=[O:20]. Yields the product CC(=O)OC(Cc1ccccc1)C(=O)O. Starting materials: CC(=O)OC(C)=O, CCOCC, CC(=O)O, O=C(O)C(O)Cc1ccccc1, O=S(=O)(O)O. The reactants are CC(=O)O, FC(F)(F)C1CN(Cc2ccccc2)CCN1, CO, [H][H]. The product is FC(F)(F)C1CNCCN1. Reaction SMILES: [C:18]([OH:19])(=[O:20])[CH3:21].[CH2:1]([c:2]1[cH:3][cH:4][cH:5][cH:6][cH:7]1)[N:8]1[CH2:9][CH:10]([C:14]([F:15])([F:16])[F:17])[NH:11][CH2:12][CH2:13]1.[CH3:24][OH:25].[H:22][H:23]>>[NH:8]1[CH2:9][CH:10]([C:14]([F:15])([F:16])[F:17])[NH:11][CH2:12][CH2:13]1. Starting materials: C(C)OC1=C(C=C(C=C1)S(=O)(=O)NC1CCC(CC1)=O)C (4-Ethoxy-3-methyl-N-(4-oxocyclohexyl)benzenesulfonamide), FC(C1=CC=C(C=C1)S(=O)(=O)Cl)(F)F (4-trifluoromethyl benzensulfonyl chloride). Procedure details: Intermediate 123 was prepared by a method analogous to the method of preparing Intermediate 122 using 4-trifluoromethyl benzensulfonyl chloride instead of 4-ethoxy-3-methylbenzenesulfonyl chloride. Reaction SMILES: C(O[C:4]1[CH:9]=[CH:8][C:7]([S:10]([NH:13][CH:14]2[CH2:19][CH2:18][C:17](=[O:20])[CH2:16][CH2:15]2)(=[O:12])=[O:11])=[CH:6][C:5]=1C)C.[F:22][C:23]([F:35])([F:34])C1C=CC(S(Cl)(=O)=O)=CC=1>>[F:22][C:23]([F:35])([F:34])[C:4]1[CH:5]=[CH:6][C:7]([S:10]([NH:13][CH:14]2[CH2:15][CH2:16][C:17](=[O:20])[CH2:18][CH2:19]2)(=[O:11])=[O:12])=[CH:8][CH:9]=1. The product is FC(C1=CC=C(C=C1)S(=O)(=O)NC1CCC(CC1)=O)(F)F (4-(Trifluoromethyl)-N-(4-oxocyclohexyl)benzenesulfonamide). Reactants: C(CCl)Cl (EDC), C(C=C)(=O)O (acrylic acid), CN1C(=CC2=CC=CC=C12)CNC (1-methyl-2-(methylaminomethyl)-1H-indole), C=1C=CC2=C(C1)N=NN2O (HOBt), O (H2O). Solvent: CN(C)C=O (DMF). Conditions: time 8 hour. The product is CN(C(\C=C\C=1C=NC=CC1)=O)CC=1N(C2=CC=CC=C2C1)C ((E)-N-Methyl-N-(1-methyl-1H-indol-2-ylmethyl)-3-(pyridin-3-yl)acrylamide). Yield: 40.0%. Reaction SMILES: C(Cl)CCl.[C:5]([OH:9])(=O)[CH:6]=[CH2:7].[CH3:10][N:11]1[C:19]2[C:14](=[CH:15][CH:16]=[CH:17][CH:18]=2)[CH:13]=[C:12]1[CH2:20][NH:21][CH3:22].[CH:23]1[CH:24]=[CH:25]C2N(O)N=[N:29][C:27]=2[CH:28]=1.O>CN(C=O)C>[CH3:22][N:21]([CH2:20][C:12]1[N:11]([CH3:10])[C:19]2[C:14]([CH:13]=1)=[CH:15][CH:16]=[CH:17][CH:18]=2)[C:5](=[O:9])/[CH:6]=[CH:7]/[C:28]1[CH:27]=[N:29][CH:25]=[CH:24][CH:23]=1. Reported procedure: EDC (0.22 g, 1.14 mmole) was added to a solution of trans-3-3-pyridyl)acrylic acid (0.17 g, 1.14 mmole), 1-methyl-2-(methylaminomethyl)-1H-indole (0.20 g, 1.15 mmole), and HOBt.H2O (0.15 g, 1.11 mmole) in DMF (10 mL) at RT. The reaction was stirred overnight, then was concentrated in vacuo. The residue was diluted with 5% NaHCO3 and extracted with CH2Cl2. The combined organic extracts were washed with brine and dried over MgSO4. Flash chromatography on silica gel (3% MeOH/CH2Cl2) followed by pre...